From a dataset of the Open Reaction Database (ORD), a public repository of structured organic reaction records. describe an organic reaction: reactants, conditions, products, and yield Reactants: ClCCl, CN(C)C=O, O=C(O)C(CC1CCCC1)c1ccc(OC(F)(F)F)cc1, CCN(C(C)C)C(C)C, O=C(Cl)C(=O)Cl, Nc1nccs1, C1CCOC1. Product: O=C(Nc1nccs1)C(CC1CCCC1)c1ccc(OC(F)(F)F)cc1. Reaction SMILES: [CH2:43]([Cl:44])[Cl:45].[CH3:51][N:52]([CH3:53])[CH:54]=[O:55].[CH:1]1([CH2:6][CH:7]([C:8](=[O:9])[OH:10])[c:11]2[cH:12][cH:13][c:14]([O:17][C:18]([F:19])([F:20])[F:21])[cH:15][cH:16]2)[CH2:2][CH2:3][CH2:4][CH2:5]1.[CH:34]([N:35]([CH2:36][CH3:37])[CH:38]([CH3:39])[CH3:40])([CH3:41])[CH3:42].[Cl:22][C:23]([C:24]([Cl:25])=[O:26])=[O:27].[NH2:28][c:29]1[s:30][cH:31][cH:32][n:33]1.[O:46]1[CH2:47][CH2:48][CH2:49][CH2:50]1>>[CH:1]1([CH2:6][CH:7]([C:8](=[O:10])[NH:28][c:29]2[s:30][cH:31][cH:32][n:33]2)[c:11]2[cH:12][cH:13][c:14]([O:17][C:18]([F:19])([F:20])[F:21])[cH:15][cH:16]2)[CH2:2][CH2:3][CH2:4][CH2:5]1. The reactants are [BH4-], O=CCc1cc(NCc2ccccc2)c([N+](=O)[O-])c(NCc2ccccc2)n1, ClCCl, [Na+]. Yields the product O=[N+]([O-])c1c(NCc2ccccc2)cc(CCO)nc1NCc1ccccc1. Reaction SMILES: [BH4-:29].[CH2:1]([c:2]1[cH:3][cH:4][cH:5][cH:6][cH:7]1)[NH:8][c:9]1[cH:10][c:11]([CH2:26][CH:27]=[O:28])[n:12][c:13]([NH:18][CH2:19][c:20]2[cH:21][cH:22][cH:23][cH:24][cH:25]2)[c:14]1[N+:15](=[O:16])[O-:17].[Cl:31][CH2:32][Cl:33].[Na+:30]>>[CH2:1]([c:2]1[cH:3][cH:4][cH:5][cH:6][cH:7]1)[NH:8][c:9]1[cH:10][c:11]([CH2:26][CH2:27][OH:28])[n:12][c:13]([NH:18][CH2:19][c:20]2[cH:21][cH:22][cH:23][cH:24][cH:25]2)[c:14]1[N+:15](=[O:16])[O-:17].